This data is from the Open Reaction Database (ORD), a public repository of structured organic reaction records. The task is: describe an organic reaction: reactants, conditions, products, and yield Starting materials: CN1CCNCC1 (N-methylpiperazine), CC(C)([O-])C.[Na+] (sodium tert-butoxide), C(C)(C)(C)P(C(C)(C)C)C(C)(C)C (tri-tert-butylphosphine), BrC1=CC(=C(C=C1)C=1NC(C2=C(N1)C(=NN2C2CCCCC2)C)=O)OC (5-(4-Bromo-2-methoxyphenyl)1-cyclohexyl-3-methyl-1,6-dihydro-7H-pyrazolo[4,3-d]pyrimidin-7-one), C(C)(C)(C)P(C(C)(C)C)C(C)(C)C (tri-tert-butylphosphine). Reagents/catalysts: C(C)(=O)[O-].[Pd+2].C(C)(=O)[O-] (palladium(II) acetate), C(C)(=O)[O-].[Pd+2].C(C)(=O)[O-] (palladium(II) acetate). Solvent: C1(=CC=CC=C1)C (toluene), O (water). Run at temperature 110 celsius, time 2 hour. Yields the product C1(CCCCC1)N1N=C(C=2N=C(NC(C21)=O)C2=C(C=C(C=C2)N2CCN(CC2)C)OC)C (1-Cyclohexyl-5-[2-methoxy-4-(4-methyl-1-piperazinyl)phenyl]-3-methyl-1,6-dihydro-7H-pyrazolo[4,3-d]pyrimidin-7-one). Isolated yield 37.6%. As a reaction SMILES: [CH3:1][N:2]1[CH2:7][CH2:6][NH:5][CH2:4][CH2:3]1.CC(C)([O-])C.[Na+].C(P(C(C)(C)C)C(C)(C)C)(C)(C)C.Br[C:28]1[CH:33]=[CH:32][C:31]([C:34]2[NH:35][C:36](=[O:50])[C:37]3[N:42]([CH:43]4[CH2:48][CH2:47][CH2:46][CH2:45][CH2:44]4)[N:41]=[C:40]([CH3:49])[C:38]=3[N:39]=2)=[C:30]([O:51][CH3:52])[CH:29]=1>O.C([O-])(=O)C.[Pd+2].C([O-])(=O)C.C1(C)C=CC=CC=1>[CH:43]1([N:42]2[C:37]3[C:36](=[O:50])[NH:35][C:34]([C:31]4[CH:32]=[CH:33][C:28]([N:5]5[CH2:6][CH2:7][N:2]([CH3:1])[CH2:3][CH2:4]5)=[CH:29][C:30]=4[O:51][CH3:52])=[N:39][C:38]=3[C:40]([CH3:49])=[N:41]2)[CH2:48][CH2:47][CH2:46][CH2:45][CH2:44]1 |f:1.2,6.7.8|. Procedure details: In a stream of argon, 166 μl (1.50 mmol) of N-methylpiperazine, 72 mg (0.75 mmol) of sodium tert-butoxide, 166 mg (0.01 mmol) of tri-tert-butylphosphine, and 1.6 mg (0.008 mmol) of palladium(II) acetate were added to a 2 ml toluene solution of 209 mg (0.50 mmol) of the compound obtained in Example 15, and the mixture was stirred at 110° C. for 2 hours. Further, 166 mg (0.01 mmol) of tri-tert-butylphosphine and 1.6 mg (0.008 mmol) of palladium(II) acetate were added, and the mixture was stirred a...